From a dataset of the Open Reaction Database (ORD), a public repository of structured organic reaction records. describe an organic reaction: reactants, conditions, products, and yield The product is OC1=CC=C(OCCOC2=CC=CC=C2)C=C1 (1-(4-hydroxyphenoxy)-2-phenoxy ethane). Starting materials: C1(O)=CC=C(O)C=C1 (hydroquinone), BrCCOC1=CC=CC=C1 (β-bromophenetole), [OH-].[K+] (potassium hydroxide). Solvent: O (water). Yield: 85.0%. Reaction SMILES: [C:1]1([CH:8]=[CH:7][C:5]([OH:6])=[CH:4][CH:3]=1)[OH:2].Br[CH2:10][CH2:11][O:12][C:13]1[CH:18]=[CH:17][CH:16]=[CH:15][CH:14]=1.[OH-].[K+]>O>[OH:2][C:1]1[CH:8]=[CH:7][C:5]([O:6][CH2:10][CH2:11][O:12][C:13]2[CH:18]=[CH:17][CH:16]=[CH:15][CH:14]=2)=[CH:4][CH:3]=1 |f:2.3|. Reported procedure: To 100 ml of water were added 40 g of hydroquinone, 20 g of β-bromophenetole and 6 g of potassium hydroxide and the mixture was subjected to reaction at 80° C. for about 2 hours. The solid precipitated was filtered and washed with warm water. The unreacted materials were extracted with alkali for removal. The remaining insoluble solids were removed by filtration and the filtrate was neutralized with hydrochloric acid. The solid precipited was filtered, washed with water and recrystallized from e...